Dataset: the Open Reaction Database (ORD), a public repository of structured organic reaction records. Task: describe an organic reaction: reactants, conditions, products, and yield Reactants: C(C)OC(CC(C=1C=CC(=NC1)C)O)=O (3-hydroxy-3-(2-methyl-5-pyridyl)-propionic acid ethyl ester), C(C)(=O)OC(C)=O (acetic anhydride). Reagents/catalysts: CN(C1=CC=NC=C1)C (4-dimethylaminopyridine). Solvent: C(C)(=O)OCC (ethyl acetate). Run at temperature 20 celsius, time 6 hour. Product: C(C)OC(CC(C=1C=CC(=NC1)C)OC(C)=O)=O (3-acetoxy-3-(2-methyl-5-pyridyl)-propionic acid ethyl ester). Isolated yield 100.9%. Reaction SMILES: [CH2:1]([O:3][C:4](=[O:15])[CH2:5][CH:6]([OH:14])[C:7]1[CH:8]=[CH:9][C:10]([CH3:13])=[N:11][CH:12]=1)[CH3:2].[C:16](OC(=O)C)(=[O:18])[CH3:17]>C(OCC)(=O)C.CN(C)C1C=CN=CC=1>[CH2:1]([O:3][C:4](=[O:15])[CH2:5][CH:6]([O:14][C:16](=[O:18])[CH3:17])[C:7]1[CH:8]=[CH:9][C:10]([CH3:13])=[N:11][CH:12]=1)[CH3:2]. Procedure details: 45.9 g (0.22 mol) of 3-hydroxy-3-(2-methyl-5-pyridyl)-propionic acid ethyl ester was dissolved in 100 ml of ethyl acetate, and 50 ml (0.53 mol) of acetic anhydride and 0.1 g (0.82 mmol) of 4-dimethylaminopyridine were added. The solution was stirred for 6 hours at 20° C. and then evaporated. The residue was dissolved in 50 ml methylene chloride and 50 ml of 5 percent sodium hydroxide solution, the phases were separated and the organic phase was evaporated. 55.8 g of raw 3-acetoxy-3-(2-methyl-5-p... Reported procedure: To a solution of 5-methoxy-1-indanone (2.5 g, 15.4 mmol) in DMF (20 mL) at rt was added NaH (1.8 g, 61% in oil, 46.2 mmol) and 5-bromo-1-pentene (5.48 mL, 46.2 mmol). After 6 h at rt, the solution was diluted with CH2Cl2 and quenched with saturated aqueous NH4Cl. The slurry was dried with MgSO4 and filtered through a plug of silica and rinsed with 10% EtOAc in hexanes. The filtrate was concentrated and provided crude 2,2-di(4-pentenyl)-5-methoxy-1-indanone. The reactants are COC=1C=C2CCC(C2=CC1)=O (5-methoxy-1-indanone), [H-].[Na+] (NaH), BrCCCC=C (5-bromo-1-pentene). Conditions: time 6 hour. The solvent is CN(C)C=O (DMF), C(Cl)Cl (CH2Cl2). The product is C(CCC=C)C1(C(C2=CC=C(C=C2C1)OC)=O)CCCC=C (2,2-di(4-pentenyl)-5-methoxy-1-indanone). RXN SMILES: [CH3:1][O:2][C:3]1[CH:4]=[C:5]2[C:9](=[CH:10][CH:11]=1)[C:8](=[O:12])[CH2:7][CH2:6]2.[H-].[Na+].Br[CH2:16][CH2:17][CH2:18][CH:19]=[CH2:20]>CN(C=O)C.C(Cl)Cl>[CH2:16]([C:7]1([CH2:5][CH2:4][CH2:3][CH:11]=[CH2:10])[CH2:6][C:5]2[C:9](=[CH:10][CH:11]=[C:3]([O:2][CH3:1])[CH:4]=2)[C:8]1=[O:12])[CH2:17][CH2:18][CH:19]=[CH2:20] |f:1.2|. Starting materials: ClC1=CC(=C(C=C1O)NN=CC(C(C)C(=O)O)(O)C(F)(F)F)F (3-Carboxy-2-trifluoromethyl-2-hydroxy-1-butanal-1-(4-chloro-2-fluoro-5-hydroxyphenylhydrazone)). The solvent is C(C)(=O)O (acetic acid), N1=CC=CC=C1 (pyridine). Run at temperature 120 celsius, time 8 hour. Product: FC1=C(C=C(C(=C1)Cl)O)N1N=CC(=C(C1=O)C)C(F)(F)F (2-(2-fluoro-4-chloro-5-hydroxyphenyl)-4-methyl-5-trifluoromethylpyridazin-3-on). Yield: 80.1%. Reaction SMILES: [Cl:1][C:2]1[C:7]([OH:8])=[CH:6][C:5]([NH:9][N:10]=[CH:11][C:12]([C:19]([F:22])([F:21])[F:20])(O)[CH:13]([C:15](O)=[O:16])[CH3:14])=[C:4]([F:23])[CH:3]=1>C(O)(=O)C.N1C=CC=CC=1>[F:23][C:4]1[CH:3]=[C:2]([Cl:1])[C:7]([OH:8])=[CH:6][C:5]=1[N:9]1[C:15](=[O:16])[C:13]([CH3:14])=[C:12]([C:19]([F:22])([F:21])[F:20])[CH:11]=[N:10]1. Procedure details: 3-Carboxy-2-trifluoromethyl-2-hydroxy-1-butanal-1-(4-chloro-2-fluoro-5-hydroxyphenylhydrazone) (0.315 g) was dissolved in the mixture of acetic acid (1.0 ml) and pyridine (1.0 ml) under a nitrogen atmosphere, and stirred at 120° C. for 8 hours. After the reaction mixture was cooled to room temperature, it was concentrated under reduced pressure, and the residue was diluted with diethyl ether (100 ml). Then, the diluted solution was washed with 3N hydrochloric acid (each 20 ml) twice, and saturat... As a reaction SMILES: [C:1]([C:2]#[C:3][CH2:4][CH3:5])(=[O:6])[O:7][CH2:8][CH3:9].[C:45]([c:46]1[cH:47][cH:48][cH:49][cH:50][cH:51]1)#[N:52].[C:53]([c:54]1[cH:55][cH:56][cH:57][cH:58][cH:59]1)#[N:60].[Cl:42][Pd:43][Cl:44].[I:10][c:11]1[cH:12][cH:13][c:14]([O:17][CH2:18][O:19][CH3:20])[cH:15][cH:16]1.[K+:30].[K+:31].[O-:32][C:33]([O-:34])=[O:35].[O:36]=[CH:37][N:38]([CH3:39])[CH3:40].[OH2:41].[OH:21][B:22]([OH:23])[c:24]1[cH:25][cH:26][cH:27][cH:28][cH:29]1>>[C:1]([C:2](=[C:3]([CH2:4][CH3:5])[c:24]1[cH:25][cH:26][cH:27][cH:28][cH:29]1)[c:11]1[cH:12][cH:13][c:14]([O:17][CH2:18][O:19][CH3:20])[cH:15][cH:16]1)(=[O:6])[O:7][CH2:8][CH3:9]. Reactants: CCC#CC(=O)OCC, N#Cc1ccccc1, N#Cc1ccccc1, Cl[Pd]Cl, COCOc1ccc(I)cc1, [K+], [K+], O=C([O-])[O-], CN(C)C=O, O, OB(O)c1ccccc1. Yields the product CCOC(=O)C(=C(CC)c1ccccc1)c1ccc(OCOC)cc1. Reactants: O=C(O)Cc1ccc(Cl)cc1, O=S(Cl)Cl, c1ccccc1. Product: O=C(Cl)Cc1ccc(Cl)cc1. As a reaction SMILES: [Cl:1][c:2]1[cH:3][cH:4][c:5]([CH2:8][C:9](=[O:10])[OH:11])[cH:6][cH:7]1.[S:12]([Cl:13])([Cl:14])=[O:15].[cH:16]1[cH:17][cH:18][cH:19][cH:20][cH:21]1>>[Cl:1][c:2]1[cH:3][cH:4][c:5]([CH2:8][C:9](=[O:11])[Cl:14])[cH:6][cH:7]1. Starting materials: C1(CCCCC1)N(C(NC=1SC(=CN1)SCC(=O)O)=O)[C@@H]1CC[C@H](CC1)COC ({2-[3-cyclohexyl-3-(trans-4-methoxymethyl-cyclohexyl)-ureido]-thiazol-5-ylsulfanyl}-acetic acid), C1(CCCCCC1)N[C@@H]1CC[C@H](CCC1)COCC (cycloheptyl-(trans-4-ethoxymethyl-cycloheptyl)-amine), C(C)OC(C(C)(C)SC1=CN=C(S1)N)=O (2-(2-amino-thiazol-5-ylsulfanyl)-2-methyl-propionic acid ethyl ester). Product: C1(CCCCCC1)N(C(NC=1SC(=CN1)SC(C(=O)O)(C)C)=O)[C@@H]1CC[C@H](CC1)COCC (2-{2-[3-Cycloheptyl-3-(trans-4-ethoxymethyl-cyclohexyl)-ureido]-thiazol-5-ylsulfanyl}-2-methyl-propionic acid). RXN SMILES: C1(N([C@H]2CC[C@H](COC)CC2)C(=O)NC2SC(SC[C:17](O)=[O:18])=CN=2)CCCCC1.[CH:30]1([NH:37][C@H:38]2[CH2:44][CH2:43]C[C@H:41]([CH2:45][O:46][CH2:47][CH3:48])[CH2:40][CH2:39]2)[CH2:36][CH2:35][CH2:34][CH2:33][CH2:32][CH2:31]1.C([O:51][C:52](=[O:63])[C:53]([S:56][C:57]1[S:61][C:60]([NH2:62])=[N:59][CH:58]=1)([CH3:55])[CH3:54])C>>[CH:30]1([N:37]([C@H:38]2[CH2:39][CH2:40][C@H:41]([CH2:45][O:46][CH2:47][CH3:48])[CH2:43][CH2:44]2)[C:17](=[O:18])[NH:62][C:60]2[S:61][C:57]([S:56][C:53]([CH3:55])([CH3:54])[C:52]([OH:51])=[O:63])=[CH:58][N:59]=2)[CH2:31][CH2:32][CH2:33][CH2:34][CH2:35][CH2:36]1. Procedure: Prepared in a similar manner to {2-[3-cyclohexyl-3-(trans-4-methoxymethyl-cyclohexyl)-ureido]-thiazol-5-ylsulfanyl}-acetic acid via cycloheptyl-(trans-4-ethoxymethyl-cycloheptyl)-amine and 2-(2-amino-thiazol-5-ylsulfanyl)-2-methyl-propionic acid ethyl ester to give the title compound.